From a dataset of the Open Reaction Database (ORD), a public repository of structured organic reaction records. describe an organic reaction: reactants, conditions, products, and yield Reactants: Br, Br, c1cc2sccc2cn1. The product is Brc1csc2ccncc12. RXN SMILES: [Br:11].[BrH:10].[s:1]1[cH:2][cH:3][c:4]2[cH:5][n:6][cH:7][cH:8][c:9]12>>[s:1]1[cH:2][c:3]([Br:10])[c:4]2[cH:5][n:6][cH:7][cH:8][c:9]12.